This data is from the Open Reaction Database (ORD), a public repository of structured organic reaction records. The task is: describe an organic reaction: reactants, conditions, products, and yield The reactants are FC(C(=O)C1=CC=CC=C1)(F)F (2,2,2-Trifluoroacetophenone), [Cl-].C1(=CC=CC=C1)[P+](CC1=CC=C(C=C1)F)(C1=CC=CC=C1)C1=CC=CC=C1 (triphenyl-(4-fluorobenzyl)-phosphonium chloride), [O-]CC.[Na+] (sodium ethoxide). Solvent: C(C)O (ethanol). The product is C1(=CC=CC=C1)C(=CC1=CC=C(C=C1)F)C(F)(F)F (2-Phenyl-3,3,3-trifluoro-1-(4-fluorophenyl)-propene). Isolated yield 90.0%. As a reaction SMILES: [F:1][C:2]([F:12])([F:11])[C:3]([C:5]1[CH:10]=[CH:9][CH:8]=[CH:7][CH:6]=1)=O.[Cl-].C1([P+](C2C=CC=CC=2)(C2C=CC=CC=2)[CH2:21][C:22]2[CH:27]=[CH:26][C:25]([F:28])=[CH:24][CH:23]=2)C=CC=CC=1.[O-]CC.[Na+]>C(O)C>[C:5]1([C:3]([C:2]([F:12])([F:11])[F:1])=[CH:21][C:22]2[CH:27]=[CH:26][C:25]([F:28])=[CH:24][CH:23]=2)[CH:10]=[CH:9][CH:8]=[CH:7][CH:6]=1 |f:1.2,3.4|. Procedure: 2,2,2-Trifluoroacetophenone is reacted with triphenyl-(4-fluorobenzyl)-phosphonium chloride (R. A. Jones: Australian J. Chem. 18, 903-6 (1965) in ethanol in the presence of sodium ethoxide. 2-Phenyl-3,3,3-trifluoro-1-(4-fluorophenyl)-propene is obtained with a yield of 90%; b.p.: 105°-107° C./0.2 mm Hg, m.p.: 35°-41° C. The reactants are CC(C)(C)OC(=O)N1CCC(=C(I)c2ccccc2)CC1, N#Cc1ccccc1, N#Cc1ccccc1, C1CCNCC1, C#CC(C)O, Cl[Pd]Cl, [Cu]I, c1coc(P(c2ccco2)c2ccco2)c1. Product: CC(O)C#CC(=C1CCN(C(=O)OC(C)(C)C)CC1)c1ccccc1. RXN SMILES: [C:1]([CH3:2])([CH3:3])([CH3:4])[O:5][C:6](=[O:7])[N:8]1[CH2:9][CH2:10][C:11](=[C:14]([I:15])[c:16]2[cH:17][cH:18][cH:19][cH:20][cH:21]2)[CH2:12][CH2:13]1.[C:46]([c:47]1[cH:48][cH:49][cH:50][cH:51][cH:52]1)#[N:53].[C:54]([c:55]1[cH:56][cH:57][cH:58][cH:59][cH:60]1)#[N:61].[CH2:64]1[CH2:65][CH2:66][NH:67][CH2:68][CH2:69]1.[CH3:38][CH:39]([C:40]#[CH:41])[OH:42].[Cl:43][Pd:44][Cl:45].[Cu:62][I:63].[o:22]1[cH:23][cH:24][cH:25][c:26]1[P:27]([c:28]1[o:29][cH:30][cH:31][cH:32]1)[c:33]1[o:34][cH:35][cH:36][cH:37]1>>[C:1]([CH3:2])([CH3:3])([CH3:4])[O:5][C:6](=[O:7])[N:8]1[CH2:9][CH2:10][C:11](=[C:14]([c:16]2[cH:17][cH:18][cH:19][cH:20][cH:21]2)[C:41]#[C:40][CH:39]([CH3:38])[OH:42])[CH2:12][CH2:13]1. The reactants are Cn1c(S(C)(=O)=O)nc2cccnc21, CO, [H-], [Na+], CN(C)C=O, CC(C)n1c(=O)n(-c2ccc(O)cc2)c2ncccc21. Yields the product CC(C)n1c(=O)n(-c2ccc(Oc3nc4cccnc4n3C)cc2)c2ncccc21. Reaction SMILES: [CH3:1][n:2]1[c:3]([S:11]([CH3:12])(=[O:13])=[O:14])[n:4][c:5]2[c:6]1[n:7][cH:8][cH:9][cH:10]2.[CH3:42][OH:43].[H-:36].[Na+:35].[O:37]=[CH:38][N:39]([CH3:40])[CH3:41].[OH:15][c:16]1[cH:17][cH:18][c:19](-[n:22]2[c:23](=[O:34])[n:24]([CH:31]([CH3:32])[CH3:33])[c:25]3[c:26]2[n:27][cH:28][cH:29][cH:30]3)[cH:20][cH:21]1>>[CH3:1][n:2]1[c:3]([O:15][c:16]2[cH:17][cH:18][c:19](-[n:22]3[c:23](=[O:34])[n:24]([CH:31]([CH3:32])[CH3:33])[c:25]4[c:26]3[n:27][cH:28][cH:29][cH:30]4)[cH:20][cH:21]2)[n:4][c:5]2[c:6]1[n:7][cH:8][cH:9][cH:10]2. The reactants are CC=1N=C(SC1)N (4-methylthiazol-2-amine), ClC1=NC=CC(=C1)SC=1C=C(C(=O)OC)C=CC1 (methyl 3-(2-chloropyridin-4-ylthio)benzoate), P(=O)([O-])([O-])[O-].[K+].[K+].[K+] (potassium phosphate). The reagents and catalysts are C=1C=CC(=CC1)/C=C/C(=O)/C=C/C2=CC=CC=C2.C=1C=CC(=CC1)/C=C/C(=O)/C=C/C2=CC=CC=C2.C=1C=CC(=CC1)/C=C/C(=O)/C=C/C2=CC=CC=C2.[Pd].[Pd] (Pd2(dba)3), C1(=CC=CC=C1)P(C1=CC=CC=2C(C3=CC=CC(=C3OC12)P(C1=CC=CC=C1)C1=CC=CC=C1)(C)C)C1=CC=CC=C1 (4,5-bis(diphenylphosphino)-9,9-dimethyl-9H-xanthene). Product: CC=1N=C(SC1)NC1=NC=CC(=C1)SC=1C=C(C(=O)OC)C=CC1 (methyl 3-(2-(4-methylthiazol-2-ylamino)pyridin-4-ylthio)benzoate). Isolated yield 73.6%. Reaction SMILES: [CH3:1][C:2]1[N:3]=[C:4]([NH2:7])[S:5][CH:6]=1.Cl[C:9]1[CH:14]=[C:13]([S:15][C:16]2[CH:17]=[C:18]([CH:23]=[CH:24][CH:25]=2)[C:19]([O:21][CH3:22])=[O:20])[CH:12]=[CH:11][N:10]=1.P([O-])([O-])([O-])=O.[K+].[K+].[K+]>C1C=CC(/C=C/C(/C=C/C2C=CC=CC=2)=O)=CC=1.C1C=CC(/C=C/C(/C=C/C2C=CC=CC=2)=O)=CC=1.C1C=CC(/C=C/C(/C=C/C2C=CC=CC=2)=O)=CC=1.[Pd].[Pd].C1(P(C2C=CC=CC=2)C2C3OC4C(=CC=CC=4P(C4C=CC=CC=4)C4C=CC=CC=4)C(C)(C)C=3C=CC=2)C=CC=CC=1>[CH3:1][C:2]1[N:3]=[C:4]([NH:7][C:9]2[CH:14]=[C:13]([S:15][C:16]3[CH:17]=[C:18]([CH:23]=[CH:24][CH:25]=3)[C:19]([O:21][CH3:22])=[O:20])[CH:12]=[CH:11][N:10]=2)[S:5][CH:6]=1 |f:2.3.4.5,6.7.8.9.10|. Reported procedure: Using the method of Example 3, Step B, 4-methylthiazol-2-amine (59.5 mL, 23.8 mmol), methyl 3-(2-chloropyridin-4-ylthio)benzoate (6.05 g, 21.6 mmol), potassium phosphate (5.05 g, 23.8 mmol), Pd2(dba)3 (0.495 g, 0.541 mmol) and 4,5-bis(diphenylphosphino)-9,9-dimethyl-9H-xanthene (0.338 g, 0.584 mmol) were reacted to provide methyl 3-(2-(4-methylthiazol-2-ylamino)pyridin-4-ylthio)benzoate (5.68 g, 73.5% yield). 1H NMR (d6-DMSO) δ 11.06 (s, 1H), 8.10 (m, 3H), 7.87 (m, 1H), 7.70 (t, 1H), 6.72 (s, 1H...